Dataset: the Open Reaction Database (ORD), a public repository of structured organic reaction records. Task: describe an organic reaction: reactants, conditions, products, and yield Reactants: C(C=C)(=O)N (acrylamide), C(C=C)N(C=CC=C(C#N)C#N)CC=C (3-diallylaminoallylidenemalononitrile). Run in C(C)O (ethanol). Conditions: temperature 78 celsius, time 10 minute. Yields the product C(C=C)(=O)N.C(C=C)N(CC=C)C=CC=C(C#N)C#N (acrylamide diallylaminoallylidenemalononitrile). As a reaction SMILES: [C:1]([NH2:5])(=[O:4])[CH:2]=[CH2:3].[CH2:6]([N:9]([CH2:18][CH:19]=[CH2:20])[CH:10]=[CH:11][CH:12]=[C:13]([C:16]#[N:17])[C:14]#[N:15])[CH:7]=[CH2:8]>C(O)C>[C:1]([NH2:5])(=[O:4])[CH:2]=[CH2:3].[CH2:6]([N:9]([CH:10]=[CH:11][CH:12]=[C:13]([C:14]#[N:15])[C:16]#[N:17])[CH2:18][CH:19]=[CH2:20])[CH:7]=[CH2:8] |f:3.4|. Reported procedure: In a 10 liters flask, supplied with stirrer, reflux and internal thermometer, 230 g. of acrylamide and 120 g. of 3-diallylaminoallylidenemalononitrile (A) were dissolved in 4 liters of ethanol at 96%. The mixture temperature was increased to 78° C. under agitation. 8 g. of 2,2'-azobisisobutyrronitrile (AZBN) were introducted at this point. After 10 minutes, a yellowish product began separating. The reaction was continued under those conditions for 14 hours. The mixture was then cooled at room te... The reactants are OCC1(Cc2ccccc2)CCC2(CC1)OCCO2, CS(=O)(=O)O, CN(C)P(=O)(N(C)C)N(C)C, N#C[K]. Product: N#CC1(Cc2ccccc2)CCC2(CC1)OCCO2. Reaction SMILES: [CH2:6]1[CH2:7][O:8][C:9]2([CH2:10][CH2:11][C:12]([CH2:15][OH:16])([CH2:17][c:18]3[cH:19][cH:20][cH:21][cH:22][cH:23]3)[CH2:13][CH2:14]2)[O:24]1.[CH3:1][S:2]([OH:3])(=[O:4])=[O:5].[CH3:28][N:29]([P:30]([N:31]([CH3:32])[CH3:33])([N:34]([CH3:35])[CH3:36])=[O:37])[CH3:38].[K:25][C:26]#[N:27]>>[CH2:6]1[CH2:7][O:8][C:9]2([CH2:10][CH2:11][C:12]([C:15]#[N:27])([CH2:17][c:18]3[cH:19][cH:20][cH:21][cH:22][cH:23]3)[CH2:13][CH2:14]2)[O:24]1. The reactants are COC1=CC=C(C=C1)O (p-Methoxyphenol), [H-].[Na+] (sodium hydride), [H-].[Na+] (sodium hydride), C([O-])([O-])=O.[K+].[K+] (potassium carbonate), ClC1=NC=C(C=C1Cl)C(F)(F)F (2,3-dichloro-5-trifluoromethylpyridine), products. Solvent: CS(=O)C (dimethyl sulphoxide), CS(=O)C (dimethylsulphoxide), O (water). Conditions: temperature 60 celsius, time 15 minute. Yields the product ClC=1C(=NC=C(C1)C(F)(F)F)OC1=CC=C(C=C1)OC (3-chloro-2-p-methoxyphenoxy-5-trifluoromethylpyridine). Reaction SMILES: [CH3:1][O:2][C:3]1[CH:8]=[CH:7][C:6]([OH:9])=[CH:5][CH:4]=1.[H-].[Na+].Cl[C:13]1[C:18]([Cl:19])=[CH:17][C:16]([C:20]([F:23])([F:22])[F:21])=[CH:15][N:14]=1.C(=O)([O-])[O-].[K+].[K+]>CS(C)=O.O>[Cl:19][C:18]1[C:13]([O:9][C:6]2[CH:7]=[CH:8][C:3]([O:2][CH3:1])=[CH:4][CH:5]=2)=[N:14][CH:15]=[C:16]([C:20]([F:23])([F:22])[F:21])[CH:17]=1 |f:1.2,4.5.6|. Procedure details: p-Methoxyphenol (1.5 g) was added to a suspension of sodium hydride (0.6 g 50% oil dispersion, washed with petroleum) in dry dimethyl sulphoxide (30 ml) and the mixture stirred for 15 minutes. A solution of the combined products (1.5 g) from several preparations carried out as described in paragraph (d), in dimethylsulphoxide (20 ml) was added to the reaction mixture and heated to 60° C. for four hours. A further amount of sodium hydride (0.3 g of 50% oil dispersion, washed with petroleum), and ... The reactants are C(C)(C)(C)OC(=O)N1CC=2C=C3C(=CC2C[C@H]1C(=O)O)OC[C@H](O3)C3=CC=C(C=C3)OCC3=CC(=C(C=C3)Cl)Cl ((3R,8S)-3-[4-(3,4-Dichloro-benzyloxy)-phenyl]-2,3,8,9-tetrahydro-6H-[1,4]dioxino[2,3-g]isoquinoline-7,8-dicarboxylic acid 7-tert-butyl ester), CN1CCOCC1 (NMM), Cl.Cl.COC([C@H](CC1=CC=C(C=C1)C1=C(C(=NC=C1)C)C)N)=O ((S)-2-amino-3-[4-(2,3-dimethyl-pyridin-4-yl)-phenyl]-propionic acid methyl ester bis hydrochloride), C=1C=CC2=C(C1)N=NN2O (HOBt). The solvent is C(Cl)Cl (DCM), C(CCl)Cl (EDC). Conditions: time 4 hour. Product: C(C)(C)(C)OC(=O)N1CC=2C=C3C(=CC2C[C@H]1C(N[C@@H](CC1=CC=C(C=C1)C1=C(C(=NC=C1)C)C)C(=O)OC)=O)OC[C@H](O3)C3=CC=C(C=C3)OCC3=CC(=C(C=C3)Cl)Cl ((3R,8S)-3-[4-(3,4-Dichloro-benzyloxy)-phenyl]-8-{(S)-2-[4-(2,3-dimethyl-pyridin-4-yl)-phenyl]-1-methoxycarbonyl-ethylcarbamoyl}-2,3,8,9-tetrahydro-6H-[1,4]dioxino[2,3-g]isoquinoline-7-carboxylic acid tert-butyl ester). As a reaction SMILES: [C:1]([O:5][C:6]([N:8]1[C@H:17]([C:18](O)=[O:19])[CH2:16][C:15]2[CH:14]=[C:13]3[O:21][CH2:22][C@@H:23]([C:25]4[CH:30]=[CH:29][C:28]([O:31][CH2:32][C:33]5[CH:38]=[CH:37][C:36]([Cl:39])=[C:35]([Cl:40])[CH:34]=5)=[CH:27][CH:26]=4)[O:24][C:12]3=[CH:11][C:10]=2[CH2:9]1)=[O:7])([CH3:4])([CH3:3])[CH3:2].Cl.Cl.[CH3:43][O:44][C:45](=[O:63])[C@@H:46]([NH2:62])[CH2:47][C:48]1[CH:53]=[CH:52][C:51]([C:54]2[CH:59]=[CH:58][N:57]=[C:56]([CH3:60])[C:55]=2[CH3:61])=[CH:50][CH:49]=1.C1C=CC2N(O)N=NC=2C=1.CN1CCOCC1>C(Cl)Cl.C(Cl)CCl>[C:1]([O:5][C:6]([N:8]1[C@H:17]([C:18](=[O:19])[NH:62][C@H:46]([C:45]([O:44][CH3:43])=[O:63])[CH2:47][C:48]2[CH:49]=[CH:50][C:51]([C:54]3[CH:59]=[CH:58][N:57]=[C:56]([CH3:60])[C:55]=3[CH3:61])=[CH:52][CH:53]=2)[CH2:16][C:15]2[CH:14]=[C:13]3[O:21][CH2:22][C@@H:23]([C:25]4[CH:30]=[CH:29][C:28]([O:31][CH2:32][C:33]5[CH:38]=[CH:37][C:36]([Cl:39])=[C:35]([Cl:40])[CH:34]=5)=[CH:27][CH:26]=4)[O:24][C:12]3=[CH:11][C:10]=2[CH2:9]1)=[O:7])([CH3:4])([CH3:2])[CH3:3] |f:1.2.3|. Procedure details: (3R,8S)-3-[4-(3,4-Dichloro-benzyloxy)-phenyl]-2,3,8,9-tetrahydro-6H-[1,4]dioxino[2,3-g]isoquinoline-7,8-dicarboxylic acid 7-tert-butyl ester (260 mg), (S)-2-amino-3-[4-(2,3-dimethyl-pyridin-4-yl)-phenyl]-propionic acid methyl ester bis hydrochloride (190 mg), EDC (106 mg), and HOBt (78 mg) were suspended in 2 mL DCM and NMM (0.214 mL) added. The resulting mixture stirred at room temperature for 4 hours and loaded directly onto silica. The residue was purified by silica gel flash chromatography (... Reactants: ClC1=C(C=CC(=C1)F)C1=CC=C(C=C1)C(CCC(=O)O)=O (4-(2'-chloro-4'-fluoro-4-biphenylyl)-4-oxo-butyric acid), petroleum ether-cyclohexane, C1(CCCCC1)N (cyclohexylamine). Solvent: C(C)(=O)OCC.CO (ethyl acetate methanol). Yields the product ClC1=C(C=CC(=C1)F)C1=CC=C(C=C1)CCCC(=O)O (4-(2'-Chloro-4'-fluoro-4-biphenylyl)-butyric acid). The yield is 84.0%. As a reaction SMILES: [Cl:1][C:2]1[CH:7]=[C:6]([F:8])[CH:5]=[CH:4][C:3]=1[C:9]1[CH:14]=[CH:13][C:12]([C:15](=O)[CH2:16][CH2:17][C:18]([OH:20])=[O:19])=[CH:11][CH:10]=1.C1(N)CCCCC1>C(OCC)(=O)C.CO>[Cl:1][C:2]1[CH:7]=[C:6]([F:8])[CH:5]=[CH:4][C:3]=1[C:9]1[CH:14]=[CH:13][C:12]([CH2:15][CH2:16][CH2:17][C:18]([OH:20])=[O:19])=[CH:11][CH:10]=1 |f:2.3|. Reported procedure: Prepared analogous to Example 1 from 4-(2'-chloro-4'-fluoro-4-biphenylyl)-4-oxo-butyric acid. Yield: 84% of theory; m.p. 81°-82° C. (petroleum ether-cyclohexane). Melting point of the cyclohexylamine salt: 148°-149° C. (from ethyl acetate/methanol 9:1). Reactants: S(=O)(Cl)Cl (thionyl chloride), S1C(=NC2=C1C=CC=C2)C=2C(=NC1=CC=CC=C1N2)O (3-(benzo[d]thiazol-2-yl)quinoxalin-2-ol), CN(C)C=O (DMF). The solvent is C1(=CC=CC=C1)C (toluene). Run at temperature 110 celsius, time 3 hour. Yields the product ClC=1C(=NC2=CC=CC=C2N1)C=1SC2=C(N1)C=CC=C2 (2-(3-chloroquinoxalin-2-yl)benzo[d]thiazole). RXN SMILES: [S:1]1[C:5]2[CH:6]=[CH:7][CH:8]=[CH:9][C:4]=2[N:3]=[C:2]1[C:10]1[C:11](O)=[N:12][C:13]2[C:18]([N:19]=1)=[CH:17][CH:16]=[CH:15][CH:14]=2.S(Cl)([Cl:23])=O.CN(C=O)C>C1(C)C=CC=CC=1>[Cl:23][C:11]1[C:10]([C:2]2[S:1][C:5]3[CH:6]=[CH:7][CH:8]=[CH:9][C:4]=3[N:3]=2)=[N:19][C:18]2[C:13]([N:12]=1)=[CH:14][CH:15]=[CH:16][CH:17]=2. Procedure: To a suspension of 3-(benzo[d]thiazol-2-yl)quinoxalin-2-ol (251 mg, 0.900 mmol) in toluene (4500 μl) was added thionyl chloride (131 μl, 1.800 mmol) followed by DMF (69.7 μl, 0.900 mmol). The green mixture was stirred at 110° C. for 3 hr. The reaction mixture was evaporated under reduced pressure and the resulting solid was diluted with CHCl3 (30-40 ml) and the insoluble solid filtered and rinsed with CHCl3. The filtrate was evaporated under reduced pressure and the residue purified by flash chr... Starting materials: Cl (HCl), BrC=1C(=C(C(=C2C1C(=O)OC2=O)Br)Br)Br (tetrabromophthalic anhydride), C1(=CC=CC=C1)S (thiophenol), C([O-])([O-])=O.[K+].[K+] (potassium carbonate). Solvent: O1CCCC1 (tetrahydrofuran). Yields the product C1(=CC=CC=C1)SC=1C(=C2C(C(=O)OC2=O)=C(C1SC1=CC=CC=C1)Br)Br (4,5-Bis-(phenylthio)-3,6-dibromophthalic anhydride). RXN SMILES: [Br:1][C:2]1[C:3](Br)=[C:4](Br)[C:5]([Br:13])=[C:6]2[C:11](=[O:12])[O:10][C:8](=[O:9])[C:7]=12.[C:16]1([SH:22])[CH:21]=[CH:20][CH:19]=[CH:18][CH:17]=1.C(=O)([O-])[O-].[K+].[K+].Cl>O1CCCC1>[C:16]1([S:22][C:4]2[C:5]([Br:13])=[C:6]3[C:11](=[O:12])[O:10][C:8](=[O:9])[C:7]3=[C:2]([Br:1])[C:3]=2[S:22][C:16]2[CH:21]=[CH:20][CH:19]=[CH:18][CH:17]=2)[CH:21]=[CH:20][CH:19]=[CH:18][CH:17]=1 |f:2.3.4|. Reported procedure: 2 g (4.31 millimols) of tetrabromophthalic anhydride, 0.975 g (8.84 millimols) of thiophenol, 2.41 g (17.47 millimols) of potassium carbonate and 20 ml of tetrahydrofuran are stirred at 0° C. for 2 hours and at 25° C. for 2 hours. The mixture is acidified with 2N HCl solution and extracted with tetrahydrofuran/toluene. The extracts are dried over sodium sulfate and evaporated. After recrystallisation from toluene/cyclohexane, 1.68 g (75% of theory) of 4,5-bis-(phenylthio)-3,6-dibromophthalic anh...